From a dataset of the Open Reaction Database (ORD), a public repository of structured organic reaction records. describe an organic reaction: reactants, conditions, products, and yield Starting materials: C(C)(C)(C)OC(C=C(CCCCCCC1=NC=2NCCCC2C=C1)OS(=O)(=O)C(F)(F)F)=O (9-(5,6,7,8-Tetrahydro-[1,8]naphthyridin-2-yl)-3-(trifluoromethane-sulfonyloxy)-non-2-enoic acid tert-butyl ester), palladium(tetrakis)-triphenylphosphine, solution, C(O)([O-])=O.[Na+] (sodium hydrogen carbonate), S1C=NC2=C1C=CC=C2 (benzthiazole), C(CCC)[Li] (n-butyllithium), solution. Reagents/catalysts: [Cl-].[Zn+2].[Cl-] (zinc chloride). Run in O1CCCC1 (tetrahydrofuran), O1CCCC1 (tetrahydrofuran), hexanes. Conditions: time 5 minute. The product is C(C)(C)(C)OC(C=C(CCCCCCC1=NC=2NCCCC2C=C1)C=1SC2=C(N1)C=CC=C2)=O (3-(Benzothiazol-2-yl)-9-(5,6,7,8-tetrahydro-[1,8]naphthyridin-2-yl)-non-2-enoic acidtert-butyl ester). As a reaction SMILES: [S:1]1[C:5]2[CH:6]=[CH:7][CH:8]=[CH:9][C:4]=2[N:3]=[CH:2]1.C([Li])CCC.[C:15]([O:19][C:20](=[O:47])[CH:21]=[C:22](OS(C(F)(F)F)(=O)=O)[CH2:23][CH2:24][CH2:25][CH2:26][CH2:27][CH2:28][C:29]1[CH:38]=[CH:37][C:36]2[CH2:35][CH2:34][CH2:33][NH:32][C:31]=2[N:30]=1)([CH3:18])([CH3:17])[CH3:16].C(=O)([O-])O.[Na+]>O1CCCC1.[Cl-].[Zn+2].[Cl-]>[C:15]([O:19][C:20](=[O:47])[CH:21]=[C:22]([C:2]1[S:1][C:5]2[CH:6]=[CH:7][CH:8]=[CH:9][C:4]=2[N:3]=1)[CH2:23][CH2:24][CH2:25][CH2:26][CH2:27][CH2:28][C:29]1[CH:38]=[CH:37][C:36]2[CH2:35][CH2:34][CH2:33][NH:32][C:31]=2[N:30]=1)([CH3:18])([CH3:16])[CH3:17] |f:3.4,6.7.8|. Procedure details: To a stirred solution of benzthiazole (165 mg, 1.22 nunol) in anhydrous tetrahydrofuran (5 mL) at −78° C. was added a solution of n-butyllithium in hexanes (0.52 mL of a 2.5 M solution). After 5 minutes, a solution of zinc chloride in tetrahydrofuran (2.6 mL of a 0.50 M solution) was added and the reaction mixture was allowed to warm to ambient temperature. To the resulting solution was added 9-(5,6,7,8-tetrahydro-[1,8]naphthyridin-2-yl)-3-(trifluoromethanesulfonyloxy)-non-2-enoic acid tert-buty... Procedure details: The title compound was prepared using Intermediate 29 and tert-butyl piperidin-3-ylcarbamate, and the synthetic procedure described for Example 1. Starting materials: ClC=1C=C2C=CC(=CC2=CC1)S(=O)(=O)N[C@@H]1C(N(CC1)[C@H](C(=O)O)C)=O ((2S)-2-((3S)-3-{[(6-chloro-2-naphthyl)sulfonyl]amino}-2-oxopyrrolidin-1-yl)propanoic acid), N1CC(CCC1)NC(OC(C)(C)C)=O (tert-butyl piperidin-3-ylcarbamate). RXN SMILES: [Cl:1][C:2]1[CH:3]=[C:4]2[C:9](=[CH:10][CH:11]=1)[CH:8]=[C:7]([S:12]([NH:15][C@H:16]1[CH2:20][CH2:19][N:18]([C@@H:21]([CH3:25])[C:22](O)=[O:23])[C:17]1=[O:26])(=[O:14])=[O:13])[CH:6]=[CH:5]2.[NH:27]1[CH2:32][CH2:31][CH2:30][CH:29]([NH:33][C:34](=[O:40])[O:35][C:36]([CH3:39])([CH3:38])[CH3:37])[CH2:28]1>>[Cl:1][C:2]1[CH:3]=[C:4]2[C:9](=[CH:10][CH:11]=1)[CH:8]=[C:7]([S:12]([NH:15][C@H:16]1[CH2:20][CH2:19][N:18]([C@@H:21]([CH3:25])[C:22]([N:27]3[CH2:32][CH2:31][CH2:30][CH:29]([NH:33][C:34](=[O:40])[O:35][C:36]([CH3:38])([CH3:37])[CH3:39])[CH2:28]3)=[O:23])[C:17]1=[O:26])(=[O:14])=[O:13])[CH:6]=[CH:5]2. Product: ClC=1C=C2C=CC(=CC2=CC1)S(=O)(=O)N[C@@H]1C(N(CC1)[C@H](C(=O)N1CC(CCC1)NC(OC(C)(C)C)=O)C)=O (tert-Butyl 1-[(2S)-2-((3S)-3-{[(6-chloro-2-naphthyl)sulfonyl]amino}-2-oxopyrrolidin-1-yl)propanoyl]piperidin-3-ylcarbamate). The reactants are Brc1cncnc1, CNCCNC, NC(=O)C1CCCCC1, [Cu]I, [K+], [K+], [K+], C1COCCO1, O=P([O-])([O-])[O-]. Product: O=C(Nc1cncnc1)C1CCCCC1. RXN SMILES: [Br:10][c:11]1[cH:12][n:13][cH:14][n:15][cH:16]1.[CH3:25][NH:26][CH2:27][CH2:28][NH:29][CH3:30].[CH:1]1([C:7](=[O:8])[NH2:9])[CH2:2][CH2:3][CH2:4][CH2:5][CH2:6]1.[Cu:31][I:32].[K+:22].[K+:23].[K+:24].[O:33]1[CH2:34][CH2:35][O:36][CH2:37][CH2:38]1.[P:17]([O-:18])([O-:19])([O-:20])=[O:21]>>[CH:1]1([C:7](=[O:8])[NH:9][c:11]2[cH:12][n:13][cH:14][n:15][cH:16]2)[CH2:2][CH2:3][CH2:4][CH2:5][CH2:6]1. Reactants: COC(C1=CC(=CC(=C1)O)OCOC)=O (5-hydroxy-3-methoxymethoxybenzoic acid methyl ester), NC1=NC(=NS1)C (5-amino-3-methyl-[1,2,4]thiadiazole), BrC=1C=CC(=NC1)S(=O)(=O)C (5-bromo-2-methanesulfonylpyridine), FCC(CF)O (1,3-difluoro-2-propanol). The product is FCC(OC=1C=C(C=C(C(=O)NC2=NC(=NS2)C)C1)OC=1C=NC(=CC1)S(=O)(=O)C)CF (5-(2-fluoro-1-fluoromethyl-ethoxy)-3-(6-methanesulfonylpyridin-3-yloxy)-N-(3-methyl-[1,2,4]-thiadiazol-5-yl)benzamide). Reaction SMILES: CO[C:3](=[O:15])[C:4]1[CH:9]=[C:8]([OH:10])[CH:7]=[C:6](OCOC)[CH:5]=1.Br[C:17]1[CH:18]=[CH:19][C:20]([S:23]([CH3:26])(=[O:25])=[O:24])=[N:21][CH:22]=1.[F:27][CH2:28][CH:29]([OH:32])[CH2:30][F:31].[NH2:33][C:34]1[S:38][N:37]=[C:36]([CH3:39])[N:35]=1>>[F:27][CH2:28][CH:29]([CH2:30][F:31])[O:32][C:6]1[CH:7]=[C:8]([O:10][C:17]2[CH:22]=[N:21][C:20]([S:23]([CH3:26])(=[O:25])=[O:24])=[CH:19][CH:18]=2)[CH:9]=[C:4]([CH:5]=1)[C:3]([NH:33][C:34]1[S:38][N:37]=[C:36]([CH3:39])[N:35]=1)=[O:15]. Reported procedure: The compound of Production Example 156 was obtained as a white amorphous substance using 5-hydroxy-3-methoxymethoxybenzoic acid methyl ester, 5-bromo-2-methanesulfonylpyridine, 1,3-difluoro-2-propanol and 5-amino-3-methyl-[1,2,4]thiadiazole, by the same method as in Production Example 117, a corresponding method, or a combination thereof with an ordinary method.